This data is from the Open Reaction Database (ORD), a public repository of structured organic reaction records. The task is: describe an organic reaction: reactants, conditions, products, and yield Product: CCOC(=O)C(CCCC1(c2ccccc2)OCCO1)(Cc1cccc2ccccc12)C(=O)OCC. RXN SMILES: [CH2:1]([CH3:2])[O:3][C:4]([CH:5]([C:6](=[O:7])[O:8][CH2:9][CH3:10])[CH2:11][c:12]1[cH:13][cH:14][cH:15][c:16]2[cH:17][cH:18][cH:19][cH:20][c:21]12)=[O:22].[CH2:25]1[O:26][C:27]([CH2:28][CH2:29][CH2:30][Br:31])([c:32]2[cH:33][cH:34][cH:35][cH:36][cH:37]2)[O:38][CH2:39]1.[CH3:41][O:42][CH2:43][CH2:44][O:45][CH3:46].[H-:23].[Na+:24].[OH2:40]>>[CH2:1]([CH3:2])[O:3][C:4]([C:5]([C:6](=[O:7])[O:8][CH2:9][CH3:10])([CH2:11][c:12]1[cH:13][cH:14][cH:15][c:16]2[cH:17][cH:18][cH:19][cH:20][c:21]12)[CH2:30][CH2:29][CH2:28][C:27]1([c:32]2[cH:33][cH:34][cH:35][cH:36][cH:37]2)[O:26][CH2:25][CH2:39][O:38]1)=[O:22]. Reactants: CCOC(=O)C(Cc1cccc2ccccc12)C(=O)OCC, BrCCCC1(c2ccccc2)OCCO1, COCCOC, [H-], [Na+], O.